This data is from the Open Reaction Database (ORD), a public repository of structured organic reaction records. The task is: describe an organic reaction: reactants, conditions, products, and yield Reactants: CC(C)(C)[S-].[Na+] (sodium 2-methylpropane-2-thiolate), ClC1=NC(=CC=C1)Cl (2,6-dichloropyridine). The solvent is CN(C)C=O (DMF), C(C)(=O)OCC (ethyl acetate). Run at temperature 80 celsius, time 12 hour. Product: C(C)(C)(C)SC1=NC(=CC=C1)Cl (2-(tert-butylthio)-6-chloropyridine). Yield: 91.8%. Reaction SMILES: [CH3:1][C:2]([S-:5])([CH3:4])[CH3:3].[Na+].[Cl:7][C:8]1[CH:13]=[CH:12][CH:11]=[C:10](Cl)[N:9]=1>CN(C=O)C.C(OCC)(=O)C>[C:2]([S:5][C:10]1[CH:11]=[CH:12][CH:13]=[C:8]([Cl:7])[N:9]=1)([CH3:4])([CH3:3])[CH3:1] |f:0.1|. Procedure: A suspension of sodium 2-methylpropane-2-thiolate (188 mg, 1.68 mmol) in DMF was treated with 2,6-dichloropyridine (4865 μl, 1.46 mmol) at ambient temperature in a vial. The vial was capped and heated to 80° C. with rapid stirring of the colorless solution. After 12 hours, the reaction was cooled to ambient temperature and diluted with ethyl acetate. The ethyl acetate solution was washed with brine solution, dried with sodium sulfate, filtered, concentrated and purified on silica gel. Elution wi... Solvent: O1CCCC1 (tetrahydrofuran), O1CCCC1 (tetrahydrofuran). Reaction conditions: time 1 hour. Reported procedure: A mixture of 1.25 g of 1-[2-hydroxy-4-(4-chlorophenyl)-n-butyl]imidazole and 0.26 g of sodium hydride (50% dispersion in mineral oil) in 20 ml of tetrahydrofuran was stirred under nitrogen at room temperature for one hour, and at 60° C. for one hour. The mixture was then cooled to 0° C. and treated dropwise with stirring with 4-acetylaminobenzyl chloride in 10 ml tetrahydrofuran, keeping the temperature below 10° C. After stirring for one hour, the mixture was heated to 60° C. for 2 hours and po... Yields the product ClC1=CC=C(C=C1)CCC(CN1C=NC=C1)OCC1=CC=C(C=C1)NC(C)=O (1-[4-(4-chlorophenyl)-2-(4-acetylaminobenzyloxy)-n-butyl]imidazole). RXN SMILES: [OH:1][CH:2]([CH2:9][CH2:10][C:11]1[CH:16]=[CH:15][C:14]([Cl:17])=[CH:13][CH:12]=1)[CH2:3][N:4]1[CH:8]=[CH:7][N:6]=[CH:5]1.[H-].[Na+].[C:20]([NH:23][C:24]1[CH:31]=[CH:30][C:27]([CH2:28]Cl)=[CH:26][CH:25]=1)(=[O:22])[CH3:21].O>O1CCCC1>[Cl:17][C:14]1[CH:13]=[CH:12][C:11]([CH2:10][CH2:9][CH:2]([O:1][CH2:28][C:27]2[CH:26]=[CH:25][C:24]([NH:23][C:20](=[O:22])[CH3:21])=[CH:31][CH:30]=2)[CH2:3][N:4]2[CH:8]=[CH:7][N:6]=[CH:5]2)=[CH:16][CH:15]=1 |f:1.2|. Starting materials: C(C)(=O)NC1=CC=C(CCl)C=C1 (4-acetylaminobenzyl chloride), O (water), OC(CN1C=NC=C1)CCC1=CC=C(C=C1)Cl (1-[2-hydroxy-4-(4-chlorophenyl)-n-butyl]imidazole), [H-].[Na+] (sodium hydride).